From a dataset of the Open Reaction Database (ORD), a public repository of structured organic reaction records. describe an organic reaction: reactants, conditions, products, and yield The product is O=C1CCCC1=Cc1ccc(O)cc1. As a reaction SMILES: [O:10]=[C:11]1[CH2:12][CH2:13][CH2:14][CH2:15]1.[OH:1][c:2]1[cH:3][cH:4][c:5]([CH:6]=[O:7])[cH:8][cH:9]1>>[OH:1][c:2]1[cH:3][cH:4][c:5]([CH:6]=[C:12]2[C:11](=[O:10])[CH2:15][CH2:14][CH2:13]2)[cH:8][cH:9]1. Starting materials: O=C1CCCC1, O=Cc1ccc(O)cc1. Reactants: ClCCl, CC1CC(C)CN(CCCO)C1. Product: CC1CC(C)CN(CCCCl)C1. Reaction SMILES: [Cl:13][CH2:14][Cl:15].[OH:1][CH2:2][CH2:3][CH2:4][N:5]1[CH2:6][CH:7]([CH3:12])[CH2:8][CH:9]([CH3:11])[CH2:10]1>>[CH2:2]([CH2:3][CH2:4][N:5]1[CH2:6][CH:7]([CH3:12])[CH2:8][CH:9]([CH3:11])[CH2:10]1)[Cl:13]. Reactants: C(=O)(OCC)NC1=CC=C(C=C1)C(C=C)C1=CC=2C(CCC(C2C=C1)(C)C)(C)C (N-Carbethoxy-4-[1-(5,6,7,8-tetrahydro-5,5,8,8-tetramethyl-2-naphthalenyl)-2-propenyl]aniline), [OH-].[Na+] (sodium hydroxide). The solvent is C(C)O (ethanol). Run at time 3 hour. Yields the product C(=O)(OCC)NC1=CC=C(C=C1)C(C=C)C1=CC=2C(CCC(C2C=C1)(C)C)(C)C (N-Carbethoxy-4-[1-(5,6,7,8-tetrahydro-5,5,8,8-tetramethyl-2-naphthalenyl)-2-propenyl]aniline), CC1(C=2C=CC(=CC2C(CC1)(C)C)C(C=C)C1=CC=C(N)C=C1)C (4-[1-(5,6,7,8-tetrahydro-5,5,8,8-tetramethyl-2-naphthalenyl)-2-propenyl]aniline). Isolated yield 96.5%. As a reaction SMILES: [C:1]([NH:6][C:7]1[CH:12]=[CH:11][C:10]([CH:13]([C:16]2[CH:25]=[CH:24][C:23]3[C:22]([CH3:27])([CH3:26])[CH2:21][CH2:20][C:19]([CH3:29])([CH3:28])[C:18]=3[CH:17]=2)[CH:14]=[CH2:15])=[CH:9][CH:8]=1)([O:3][CH2:4][CH3:5])=[O:2].[OH-].[Na+]>C(O)C>[C:1]([NH:6][C:7]1[CH:8]=[CH:9][C:10]([CH:13]([C:16]2[CH:25]=[CH:24][C:23]3[C:22]([CH3:27])([CH3:26])[CH2:21][CH2:20][C:19]([CH3:28])([CH3:29])[C:18]=3[CH:17]=2)[CH:14]=[CH2:15])=[CH:11][CH:12]=1)([O:3][CH2:4][CH3:5])=[O:2].[CH3:26][C:22]1([CH3:27])[CH2:21][CH2:20][C:19]([CH3:28])([CH3:29])[C:18]2[CH:17]=[C:16]([CH:13]([C:10]3[CH:11]=[CH:12][C:7]([NH2:6])=[CH:8][CH:9]=3)[CH:14]=[CH2:15])[CH:25]=[CH:24][C:23]1=2 |f:1.2|. Procedure: A suspension of (Z) N-Carbethoxy-4-[1-(5,6,7,8-tetrahydro-5,5,8,8-tetramethyl-2-naphthalenyl)-2-propenyl]aniline (CB96682) (0.28 g, 1.28 mmol) in 10N sodium hydroxide (3.84 ml, 38.4 mmol) and 1.5 ml of ethanol is brought to 80° C. for 3 hours under an atmosphere of argon and with magnetic stirring. After cooling, the mixture is extracted with dichloromethane (4×25 ml), dried over MgSO4, filtered and evaporated to obtain 0.22 g of a raw orange coloured oil (Z) 4-[1-(5,6,7,8-tetrahydro-5,5,8,8-tet... Starting materials: C(#N)[Cu] (CuCN), ClC1=CC(=C(C=C1OCC#C)N1C(N(C(=C1Cl)C#N)CCC)=O)F (1-(4-chloro-2-fluoro-5-propargyloxyphenyl)-5-chloro-4-cyano-3-propyl-1,3-dihydro-2 H-imidazol-2-one), ClC1=CC(=C(C=C1OCC#C)N1C(N(C(=C1Cl)C#N)CCC)=O)F (1-(4-chloro-2-fluoro-5-propargyloxyphenyl)-5-chloro-4-cyano-3-propyl-1,3-dihydro-2 H-imidazol-2-one), [C-]#N.[K+] (KCN). Solvent: CN(C=O)C (dimethylformamide). The product is ClC1=CC(=C(C=C1OCC#C)N1C(N(C(=C1C#N)C#N)C)=O)F (1-(4-chloro-2-fluoro-5-propargyloxyphenyl)-4,5-dicyano-3-methyl-1,3-dihydro-2H-imidazol-2-one). RXN SMILES: [Cl:1][C:2]1[C:7]([O:8][CH2:9][C:10]#[CH:11])=[CH:6][C:5]([N:12]2[C:16](Cl)=[C:15]([C:18]#[N:19])[N:14]([CH2:20]CC)[C:13]2=[O:23])=[C:4]([F:24])[CH:3]=1.[C-]#N.[K+].[C:28]([Cu])#[N:29]>CN(C)C=O>[Cl:1][C:2]1[C:7]([O:8][CH2:9][C:10]#[CH:11])=[CH:6][C:5]([N:12]2[C:16]([C:28]#[N:29])=[C:15]([C:18]#[N:19])[N:14]([CH3:20])[C:13]2=[O:23])=[C:4]([F:24])[CH:3]=1 |f:1.2|. Procedure details: The product of Example 3, 1-(4-chloro-2-fluoro-5-propargyloxyphenyl)-5-chloro-4-cyano-3-methyl-1,3-dihydro-2H-imidazol-2-one (V) (0.14 9, 0.4 mmol) was stirred in 20 mL dimethylformamide. To this mixture was added KCN (0.13 g, 2.0 mmol) and the resulting mixture was heated to reflux for ten minutes, however some starting material remained. The mixture was again heated to reflux one hour with the addition of CuCN (0.18 g, 2.0 mmol). The mixture was cooled, poured onto water, and extracted three t... Reactants: N[C@@H](CCCNC(N)=N)C(=O)O ((L)-Arginine), C(C)O[C@H](C(=O)O)CC1=CC=C(C=C1)OCCN1C2=CC=CC=C2OC=2C=CC=CC12 ((2S)-2-Ethoxy-3-{4-[2-(10H-phenoxazin-10-yl)ethoxy]phenyl}propanoic acid). The solvent is O (water). The product is N[C@@H](CCCNC(N)=N)C(=O)O.C(C)O[C@H](C(=O)[O-])CC1=CC=C(C=C1)OCCN1C2=CC=CC=C2OC=2C=CC=CC12 ((L)-Arginine (2S)-2-Ethoxy-3-{4-[2-(10H-phenoxazin-10-yl)ethoxy]phenyl}-propanoate). As a reaction SMILES: [NH2:1][C@H:2]([C:10]([OH:12])=[O:11])[CH2:3][CH2:4][CH2:5][NH:6][C:7](=[NH:9])[NH2:8].[CH2:13]([O:15][C@@H:16]([CH2:20][C:21]1[CH:26]=[CH:25][C:24]([O:27][CH2:28][CH2:29][N:30]2[C:43]3[CH:42]=[CH:41][CH:40]=[CH:39][C:38]=3[O:37][C:36]3[C:31]2=[CH:32][CH:33]=[CH:34][CH:35]=3)=[CH:23][CH:22]=1)[C:17]([OH:19])=[O:18])[CH3:14]>O>[NH2:1][C@H:2]([C:10]([OH:12])=[O:11])[CH2:3][CH2:4][CH2:5][NH:6][C:7](=[NH:8])[NH2:9].[CH2:13]([O:15][C@@H:16]([CH2:20][C:21]1[CH:22]=[CH:23][C:24]([O:27][CH2:28][CH2:29][N:30]2[C:43]3[CH:42]=[CH:41][CH:40]=[CH:39][C:38]=3[O:37][C:36]3[C:31]2=[CH:32][CH:33]=[CH:34][CH:35]=3)=[CH:25][CH:26]=1)[C:17]([O-:19])=[O:18])[CH3:14] |f:3.4|. Procedure details: (L)-Arginine (124.6 mg, 0.72 mmol) was dissolved in water (½ ml) at 50-60° C. and added to the solution of (2S)-2-Ethoxy-3-{4-[2-(10H-phenoxazin-10-yl)ethoxy]phenyl}propanoic acid, heated to reflux. Reaction SMILES: [Cl:1][C:2]1[CH:10]=[CH:9][C:5]([C:6](Cl)=[O:7])=[CH:4][CH:3]=1.[Cl-].[Al+3].[Cl-].[Cl-].[CH2:15]([N:22]1[CH:26]=[CH:25][CH:24]=[C:23]1[CH2:27][C:28]#[N:29])[C:16]1[CH:21]=[CH:20][CH:19]=[CH:18][CH:17]=1>ClCCCl>[CH2:15]([N:22]1[C:26]([C:6](=[O:7])[C:5]2[CH:9]=[CH:10][C:2]([Cl:1])=[CH:3][CH:4]=2)=[CH:25][CH:24]=[C:23]1[CH2:27][C:28]#[N:29])[C:16]1[CH:17]=[CH:18][CH:19]=[CH:20][CH:21]=1 |f:1.2.3.4|. The solvent is ClCCCl (1,2-dichloroethane), ClCCCl (1,2-dichloroethane). Yields the product C(C1=CC=CC=C1)N1C(=CC=C1C(C1=CC=C(C=C1)Cl)=O)CC#N (1-benzyl-5-(p-chlorobenzoyl)-pyrrole-2-acetonitrile). Reactants: ClC1=CC=C(C(=O)Cl)C=C1 (p-chlorobenzoyl chloride), ice hydrochloric acid, [Cl-].[Al+3].[Cl-].[Cl-] (aluminum chloride), C(C1=CC=CC=C1)N1C(=CC=C1)CC#N (1-benzylpyrrole-2-acetonitrile). Procedure details: A solution of 8.43 ml. (0.0663 mole) of p-chlorobenzoyl chloride and 8.8 g. (0.0663 mole) of aluminum chloride in 100 ml. of 1,2-dichloroethane is added to a solution of 13.0 g. (0.0663 mole) of 1-benzylpyrrole-2-acetonitrile in 50 ml. of 1,2-dichloroethane at 5° C. over a 5 minute period. The mixture is stirred for 15 minutes, and then heated quickly to reflux for 3 minutes. The reaction mixture is poured into ice-hydrochloric acid and then filtered. The aqueous layer is separated and washed wi... Conditions: time 15 minute. Starting materials: BrC1=CC2=C(N(C(=N2)CC(C)(C)C)CC2CC2)C=C1 (5-Bromo-1-(cyclopropylmethyl)-2-(2,2-dimethylpropyl)-1H-benzimidazole), CCN(C(C)C)C(C)C (N,N′-diisopropylethylamine), SCC(=O)OC (methyl mercaptoacetate). Reagents/catalysts: C=1C=CC(=CC1)/C=C/C(=O)/C=C/C2=CC=CC=C2.C=1C=CC(=CC1)/C=C/C(=O)/C=C/C2=CC=CC=C2.C=1C=CC(=CC1)/C=C/C(=O)/C=C/C2=CC=CC=C2.[Pd].[Pd] (tris(dibenzylideneacetone)dipalladium(0)), C1(=CC=CC=C1)P(C1=CC=CC=2C(C3=CC=CC(=C3OC12)P(C1=CC=CC=C1)C1=CC=CC=C1)(C)C)C1=CC=CC=C1 (4,5-bis(diphenylphosphino)-9,9-dimethylxanthene). The solvent is O1CCOCC1 (1,4-dioxane). The product is C1(CC1)CN1C(=NC2=C1C=CC(=C2)SCC(=O)OC)CC(C)(C)C (Methyl {[1-(cyclopropylmethyl)-2-(2,2-dimethylpropyl)-1H-benzimidazol-5-yl]thio}acetate). The yield is 109.7%. RXN SMILES: Br[C:2]1[CH:19]=[CH:18][C:5]2[N:6]([CH2:14][CH:15]3[CH2:17][CH2:16]3)[C:7]([CH2:9][C:10]([CH3:13])([CH3:12])[CH3:11])=[N:8][C:4]=2[CH:3]=1.CCN(C(C)C)C(C)C.[SH:29][CH2:30][C:31]([O:33][CH3:34])=[O:32]>O1CCOCC1.C1C=CC(/C=C/C(/C=C/C2C=CC=CC=2)=O)=CC=1.C1C=CC(/C=C/C(/C=C/C2C=CC=CC=2)=O)=CC=1.C1C=CC(/C=C/C(/C=C/C2C=CC=CC=2)=O)=CC=1.[Pd].[Pd].C1(P(C2C=CC=CC=2)C2C3OC4C(=CC=CC=4P(C4C=CC=CC=4)C4C=CC=CC=4)C(C)(C)C=3C=CC=2)C=CC=CC=1>[CH:15]1([CH2:14][N:6]2[C:5]3[CH:18]=[CH:19][C:2]([S:29][CH2:30][C:31]([O:33][CH3:34])=[O:32])=[CH:3][C:4]=3[N:8]=[C:7]2[CH2:9][C:10]([CH3:13])([CH3:12])[CH3:11])[CH2:17][CH2:16]1 |f:4.5.6.7.8|. Reported procedure: To a solution of 5-bromo-1-(cyclopropylmethyl)-2-(2,2-dimethylpropyl)-1H-benzimidazole (Step D, 4.0 g, 12.5 mmol) in 1,4-dioxane (25 mL) were added N,N′-diisopropylethylamine (4.4 mL, 25 mmol), methyl mercaptoacetate (1.1 ml, 12.5 mmol), tris(dibenzylideneacetone)dipalladium(0) (284 mg, 0.31 mmol) and 4,5-bis(diphenylphosphino)-9,9-dimethylxanthene (362 mg, 0.63 mmol). The mixture was stirred at reflux temperature for 24 h under nitrogen atmosphere. After cooling to room temperature, the mixture... Starting materials: NC1CN(C1)C=1SC2=C(N1)C=CC=C2C(=O)OCC (Ethyl 2-(3-aminoazetidin-1-yl)-1,3-benzothiazole-7-carboxylate), ON1N=NC2=C1C=CC=C2 (1-hydroxybenzotriazole), CN1CCOCC1 (N-methylmorpholine), ClC=1N=C(NC1CC)C(=O)O (4-chloro-5-ethyl-1H-imidazole-2-carboxylic acid), CCN=C=NCCCN(C)C.Cl (WSC hydrochloride). Product: ClC=1N=C(NC1CC)C(=O)NC1CN(C1)C=1SC2=C(N1)C=CC=C2C(=O)OCC (Ethyl 2-(3-{[(4-chloro-5-ethyl-1H-imidazol-2-yl)carbonyl]amino}azetidin-1-yl)-1,3-benzothiazole-7-carboxylate). The yield is 85.4%. RXN SMILES: [NH2:1][CH:2]1[CH2:5][N:4]([C:6]2[S:7][C:8]3[C:14]([C:15]([O:17][CH2:18][CH3:19])=[O:16])=[CH:13][CH:12]=[CH:11][C:9]=3[N:10]=2)[CH2:3]1.[Cl:20][C:21]1[N:22]=[C:23]([C:28](O)=[O:29])[NH:24][C:25]=1[CH2:26][CH3:27].CCN=C=NCCCN(C)C.Cl.ON1C2C=CC=CC=2N=N1.CN1CCOCC1>>[Cl:20][C:21]1[N:22]=[C:23]([C:28]([NH:1][CH:2]2[CH2:5][N:4]([C:6]3[S:7][C:8]4[C:14]([C:15]([O:17][CH2:18][CH3:19])=[O:16])=[CH:13][CH:12]=[CH:11][C:9]=4[N:10]=3)[CH2:3]2)=[O:29])[NH:24][C:25]=1[CH2:26][CH3:27] |f:2.3|. Procedure details: The same operation as in Example (217c) was performed using ethyl 2-(3-aminoazetidin-1-yl)-1,3-benzothiazole-7-carboxylate obtained in Example (224b) (273 mg, 0.98 mmol), 4-chloro-5-ethyl-1H-imidazole-2-carboxylic acid obtained in Example (1d) (166 mg, 0.95 mmol), WSC hydrochloride (547 mg, 2.85 mmol), 1-hydroxybenzotriazole (128 mg, 0.95 mmol) and N-methylmorpholine (0.21 mL, 1.90 mmol), to obtain 352 mg of the title compound as a pale yellow solid (85%).